Dataset: the Open Reaction Database (ORD), a public repository of structured organic reaction records. Task: describe an organic reaction: reactants, conditions, products, and yield Reactants: solution, [OH-].[K+] (KOH), CN1N=CC(=C1)/C=C/C(=O)OC ((E)-methyl 3-(1-methyl-1H-pyrazol-4-yl)acrylate). Solvent: CO (MeOH). Reaction conditions: temperature 70 celsius. Product: CN1N=CC(=C1)/C=C/C(=O)O ((E)-3-(1-methyl-1H-pyrazol-4-yl)acrylic acid). Yield: 72.5%. RXN SMILES: [CH3:1][N:2]1[CH:6]=[C:5](/[CH:7]=[CH:8]/[C:9]([O:11]C)=[O:10])[CH:4]=[N:3]1.[OH-].[K+]>CO>[CH3:1][N:2]1[CH:6]=[C:5](/[CH:7]=[CH:8]/[C:9]([OH:11])=[O:10])[CH:4]=[N:3]1 |f:1.2|. Procedure: (E)-methyl 3-(1-methyl-1H-pyrazol-4-yl)acrylate (0.24 g, 1.45 mmol) was dissolved in MeOH (10 mL). A 1M solution of KOH (5.8 mL) was added and the mixture was heated at 70° C. overnight. The reaction mixture was then evaporated under reduced pressure and water (10 mL) was added to the residue. This solution was carefully acidified to pH 4 with a 3M aqueous solution of HCl. The carboxylic acid precipitated and was extracted with ethyl acetate. The EtOAc layer was washed with water (2×10 mL) and b...